This data is from the Open Reaction Database (ORD), a public repository of structured organic reaction records. The task is: describe an organic reaction: reactants, conditions, products, and yield Starting materials: O=C([O-])[O-], COCCOC, Cc1cc(C)c(CBr)c(Cl)c1, Cc1cc(Cl)cc(C)c1CBr, [I-], [K+], Cc1nc2c(N)cccn2c1C, [Na+], [Na+]. Product: Cc1cc(Cl)cc(C)c1CNc1cccn2c(C)c(C)nc12. RXN SMILES: [C:37](=[O:38])([O-:39])[O-:40].[CH2:43]([CH2:44][O:45][CH3:46])[O:47][CH3:48].[Cl:12][c:13]1[cH:14][c:15]([CH3:16])[cH:17][c:18]([CH3:19])[c:20]1[CH2:21][Br:22].[Cl:1][c:2]1[cH:3][c:4]([CH3:11])[c:5]([CH2:6][Br:7])[c:8]([CH3:10])[cH:9]1.[I-:36].[K+:35].[NH2:23][c:24]1[c:25]2[n:26]([cH:27][cH:28][cH:29]1)[c:30]([CH3:34])[c:31]([CH3:33])[n:32]2.[Na+:41].[Na+:42]>>[Cl:1][c:2]1[cH:3][c:4]([CH3:11])[c:5]([CH2:6][NH:23][c:24]2[c:25]3[n:26]([cH:27][cH:28][cH:29]2)[c:30]([CH3:34])[c:31]([CH3:33])[n:32]3)[c:8]([CH3:10])[cH:9]1. The reagents and catalysts are O1B(OC(C)(C)C1(C)C)B2OC(C)(C)C(O2)(C)C, [Ni](=C1N(C=CN1C=2C(=CC(=CC2C)C)C)C=3C(=CC(=CC3C)C)C)=C4N(C=CN4C=5C(=CC(=CC5C)C)C)C=6C(=CC(=CC6C)C)C. Solvent: CCCCCC. Run at temperature 60 celsius, time 4 hour. Yield: 69.0%. Starting materials: C1=CC=2C=CC(=CC2N1)C. The product is O1B(OC(C)(C)C1(C)C)C2=CNC=3C=C(C=CC32)C. The reactants are NC1=NN2C(N(C(=C([C@H]2C2=CC=C(C=C2)C#N)C#N)C)C2=CC(=CC=C2)C(F)(F)F)=N1 ((7R)-2-amino-7-(4-cyanophenyl)-5-methyl-4-[3-(trifluoromethyl)phenyl]-4,7-dihydro[1,2,4]triazolo[1,5-a]pyrimidine-6-carbonitrile), N1=CC=CC=C1 (pyridine), ClC(=O)OC(C)C (isopropyl chloroformate). The solvent is C1CCOC1 (THF). Reaction conditions: temperature 80 celsius. Product: CC(C)OC(NC1=NN2C(N(C(=C([C@H]2C2=CC=C(C=C2)C#N)C#N)C)C2=CC(=CC=C2)C(F)(F)F)=N1)=O (1-Methylethyl{(7R)-6-cyano-7-(4-cyanophenyl)-5-methyl-4-[3-(trifluoromethyl)phenyl]-4,7-dihydro[1,2,4]triazolo[1,5-a]pyrimidin-2-yl}carbamate). As a reaction SMILES: [NH2:1][C:2]1[N:31]=[C:5]2[N:6]([C:21]3[CH:26]=[CH:25][CH:24]=[C:23]([C:27]([F:30])([F:29])[F:28])[CH:22]=3)[C:7]([CH3:20])=[C:8]([C:18]#[N:19])[C@@H:9]([C:10]3[CH:15]=[CH:14][C:13]([C:16]#[N:17])=[CH:12][CH:11]=3)[N:4]2[N:3]=1.N1C=CC=CC=1.Cl[C:39]([O:41][CH:42]([CH3:44])[CH3:43])=[O:40]>C1COCC1>[CH3:43][CH:42]([O:41][C:39](=[O:40])[NH:1][C:2]1[N:31]=[C:5]2[N:6]([C:21]3[CH:26]=[CH:25][CH:24]=[C:23]([C:27]([F:28])([F:30])[F:29])[CH:22]=3)[C:7]([CH3:20])=[C:8]([C:18]#[N:19])[C@@H:9]([C:10]3[CH:15]=[CH:14][C:13]([C:16]#[N:17])=[CH:12][CH:11]=3)[N:4]2[N:3]=1)[CH3:44]. Procedure: Under an atmosphere of argon protective gas, (7R)-2-amino-7-(4-cyanophenyl)-5-methyl-4-[3-(trifluoromethyl)phenyl]-4,7-dihydro[1,2,4]triazolo[1,5-a]pyrimidine-6-carbonitrile (25 mg, 59 μmol) was dissolved in a mixture of abs. THF (2.5 ml) and abs. pyridine (48 μl, 593 μmol, 10 eq.). At room temperature, isopropyl chloroformate (36 mg, 297 μmol, 5 eq.) was added and the mixture was heated at 80° C. for 12 h. Once HPLC analysis showed substantial conversion, the reaction mixture was concentrated u...